From a dataset of the Open Reaction Database (ORD), a public repository of structured organic reaction records. describe an organic reaction: reactants, conditions, products, and yield RXN SMILES: [CH3:22][C:23]#[N:24].[CH3:25][OH:26].[CH:13]([N:14]([CH:15]([CH3:16])[CH3:17])[CH2:18][CH3:19])([CH3:20])[CH3:21].[NH2:1][c:2]1[c:3]2[cH:4][cH:5][cH:6][c:7]([OH:12])[c:8]2[cH:9][cH:10][cH:11]1>>[NH2:1][c:2]1[c:3]2[cH:4][cH:5][cH:6][c:7]([O:12][CH3:13])[c:8]2[cH:9][cH:10][cH:11]1. Product: COc1cccc2c(N)cccc12. Reactants: CC#N, CO, CCN(C(C)C)C(C)C, Nc1cccc2c(O)cccc12.